Dataset: the Open Reaction Database (ORD), a public repository of structured organic reaction records. Task: describe an organic reaction: reactants, conditions, products, and yield Starting materials: OB(O)c1ccc(OCc2ccccc2)cc1, FC(F)(F)c1ccc(Cl)nc1, C1COCCO1. The product is FC(F)(F)c1ccc(-c2ccc(OCc3ccccc3)cc2)nc1. RXN SMILES: [CH2:12]([c:13]1[cH:14][cH:15][cH:16][cH:17][cH:18]1)[O:19][c:20]1[cH:21][cH:22][c:23]([B:26]([OH:27])[OH:28])[cH:24][cH:25]1.[Cl:1][c:2]1[n:3][cH:4][c:5]([C:8]([F:9])([F:10])[F:11])[cH:6][cH:7]1.[O:29]1[CH2:30][CH2:31][O:32][CH2:33][CH2:34]1>>[c:2]1(-[c:23]2[cH:22][cH:21][c:20]([O:19][CH2:12][c:13]3[cH:14][cH:15][cH:16][cH:17][cH:18]3)[cH:25][cH:24]2)[n:3][cH:4][c:5]([C:8]([F:9])([F:10])[F:11])[cH:6][cH:7]1.